From a dataset of the Open Reaction Database (ORD), a public repository of structured organic reaction records. describe an organic reaction: reactants, conditions, products, and yield The reactants are C(C1=CC=CC=C1)OC1=C(C=C(C(=C1)OCCCCl)CC)C1=CC=CC=C1 (2-benzyloxy-1-phenyl-5-ethyl-4-(3-chloro-1-propyloxy)benzene), C(=O)(OCC)C1=CC=C2OC=3C(=C(C=CC3C(C2=C1)=O)O)CCC(=O)OCC (ethyl 7-carboethoxy-3-hydroxy-9-oxo-9H-xanthene-4-propanoate), C([O-])([O-])=O.[K+].[K+] (potassium carbonate), [I-].[K+] (potassium iodide), [OH-].[Na+] (sodium hydroxide), C(C)(=O)OCC (ethyl acetate). The solvent is CS(=O)C (Dimethylsulfoxide), CO.O1CCCC1 (methanol tetrahydrofuran). Run at time 24 hour. Product: O.[Na+].[Na+].C(=O)(O)C1=CC=C2OC=3C(=C(C=CC3C(C2=C1)=O)OCCCOC1=C(C=C(C(=C1)O)C1=CC=CC=C1)CC)CCC(=O)[O-].C(=O)(O)C1=CC=C2OC=3C(=C(C=CC3C(C2=C1)=O)OCCCOC1=C(C=C(C(=C1)O)C1=CC=CC=C1)CC)CCC(=O)[O-] (7-Carboxy-9-oxo-3-[3-(2-ethyl-5-hydroxy-4-phenylphenoxy)propoxy]-9H-xanthene-4-propanoic acid disodium salt monohydrate). Yield: 56.0%. RXN SMILES: C([O:8][C:9]1[CH:14]=[C:13]([O:15][CH2:16][CH2:17][CH2:18]Cl)[C:12]([CH2:20][CH3:21])=[CH:11][C:10]=1[C:22]1[CH:27]=[CH:26][CH:25]=[CH:24][CH:23]=1)C1C=CC=CC=1.[C:28]([C:33]1[CH:46]=[C:45]2[C:36]([O:37][C:38]3[C:39](CCC(OCC)=O)=[C:40]([OH:48])[CH:41]=[CH:42][C:43]=3[C:44]2=[O:47])=[CH:35][CH:34]=1)(OCC)=[O:29].[C:56](=[O:59])([O-])[O-:57].[K+].[K+].[I-].[K+].[OH-:64].[Na+:65].[C:66](OCC)(=O)[CH3:67]>CO.O1CCCC1.CS(C)=O>[OH2:8].[Na+:65].[Na+:65].[C:28]([C:33]1[CH:46]=[C:45]2[C:36]([O:37][C:42]3[C:41]([CH2:66][CH2:67][C:56]([O-:57])=[O:59])=[C:40]([O:48][CH2:18][CH2:17][CH2:16][O:15][C:13]4[CH:14]=[C:9]([OH:8])[C:10]([C:22]5[CH:27]=[CH:26][CH:25]=[CH:24][CH:23]=5)=[CH:11][C:12]=4[CH2:20][CH3:21])[CH:39]=[CH:38][C:43]=3[C:44]2=[O:47])=[CH:35][CH:34]=1)([OH:29])=[O:64].[C:28]([C:33]1[CH:46]=[C:45]2[C:36]([O:37][C:42]3[C:41]([CH2:66][CH2:67][C:56]([O-:57])=[O:59])=[C:40]([O:48][CH2:18][CH2:17][CH2:16][O:15][C:13]4[CH:14]=[C:9]([OH:8])[C:10]([C:22]5[CH:27]=[CH:26][CH:25]=[CH:24][CH:23]=5)=[CH:11][C:12]=4[CH2:20][CH3:21])[CH:39]=[CH:38][C:43]=3[C:44]2=[O:47])=[CH:35][CH:34]=1)([OH:29])=[O:64] |f:2.3.4,5.6,7.8,10.11,13.14.15.16.17|. Procedure details: A mixture of 2-benzyloxy-1-phenyl-5-ethyl-4-(3-chloro-1-propyloxy)benzene (749 mg, 1.97 mmol), ethyl 7-carboethoxy-3-hydroxy-9-oxo-9H-xanthene-4-propanoate (729 mg, 1.97 mmol), potassium carbonate (1.36 g, 9.85 mmol) and potassium iodide (33 mg, 0.20 mmol) was refluxed for 24 hours. Dimethylsulfoxide (2 mL) was added and heating continued for 24 hours. The reaction mixture was cooled to room temperature, diluted with ethyl acetate, and washed once with water. The organic layer was dried over sod...